This data is from the Open Reaction Database (ORD), a public repository of structured organic reaction records. The task is: describe an organic reaction: reactants, conditions, products, and yield Starting materials: Cl.NO (hydroxylamine hydrochloride), C(C)(=O)[O-].[Na+] (sodium acetate), C[C@]12CC[C@H](C1)C(C2=O)(C)C ((1S)-(+)-fenchone). The solvent is O (water), CO (MeOH). Product: C[C@]12C(C(C(CC1)C2)(C)C)=NO ((1S)-1,3,3-Trimethylbicyclo[2.2.1]heptan-2-one oxime). Isolated yield 98.0%. As a reaction SMILES: Cl.[NH2:2][OH:3].C([O-])(=O)C.[Na+].[CH3:9][C@@:10]12[C:16](=O)[C:15]([CH3:19])([CH3:18])[C@@H:13]([CH2:14]1)[CH2:12][CH2:11]2>O.CO>[CH3:9][C@@:10]12[CH2:14][CH:13]([CH2:12][CH2:11]1)[C:15]([CH3:19])([CH3:18])[C:16]2=[N:2][OH:3] |f:0.1,2.3|. Procedure details: A solution of 23 g of hydroxylamine hydrochloride and 41 g of sodium acetate in 200 ml of water is added at RT to a solution of 38.1 g of (1S)-(+)-fenchone in 120 ml of MeOH and the mixture is then refluxed for 48 hours. After cooling to RT, the precipitate formed is filtered off, washed with water and dried under vacuum to give 41 g of the expected product.